From a dataset of the Open Reaction Database (ORD), a public repository of structured organic reaction records. describe an organic reaction: reactants, conditions, products, and yield Run at temperature 0 celsius, time 0.5 hour. As a reaction SMILES: [Br:1][C:2]1[CH:7]=[CH:6][C:5]([C@@H:8]([NH:10][C:11](=[O:24])[CH2:12][CH:13]([C:18]2[CH:23]=[CH:22][CH:21]=[CH:20][CH:19]=2)[CH2:14][C:15](O)=[O:16])[CH3:9])=[CH:4][CH:3]=1.B>C1COCC1>[Br:1][C:2]1[CH:3]=[CH:4][C:5]([C@@H:8]([NH:10][C:11](=[O:24])[CH2:12][CH:13]([C:18]2[CH:19]=[CH:20][CH:21]=[CH:22][CH:23]=2)[CH2:14][CH2:15][OH:16])[CH3:9])=[CH:6][CH:7]=1. Procedure details: 5-((S)-1-(4-bromophenyl)ethylamino)-5-oxo-3-phenylpentanoic acid (1.92 g, 4.92 mmol, 1.0 equiv) was dissolved in THF (30 mL) and the resulting solution cooled to 0° C. Borane (1.0 M in THF, 10.5 mL, 10.5 mmol, 2.1 equiv) was added via syringe. After 0.5 h LC-MS showed formation of the alcohol. The excess borane was quenched by the drop-wise addition of 1.0 M aq HCl and the mixture was transferred to a separatory funnel. The layers were separated and the organic layer washed with brine, dried ove... Solvent: C1CCOC1 (THF). The product is BrC1=CC=C(C=C1)[C@H](C)NC(CC(CCO)C1=CC=CC=C1)=O (N—((S)-1-(4-bromophenyl)ethyl)-5-hydroxy-3-phenylpentanamide). Yield: 102.6%. The reactants are B (Borane), BrC1=CC=C(C=C1)[C@H](C)NC(CC(CC(=O)O)C1=CC=CC=C1)=O (5-((S)-1-(4-bromophenyl)ethylamino)-5-oxo-3-phenylpentanoic acid), alcohol. RXN SMILES: [CH3:1][O:2][C:3](=[O:4])[CH:5]1[N:6]([C:24]([CH2:25][C:26]([CH3:27])=[O:28])=[O:29])[CH2:7][CH:8]([S:10](=[O:11])(=[O:12])[c:13]2[c:14]([C:20]([F:21])([F:22])[F:23])[cH:15][c:16]([F:19])[cH:17][cH:18]2)[CH2:9]1.[CH3:30][O:31][c:32]1[cH:33][cH:34][c:35]([P:36]2(=[S:39])[S:37][P:38]([c:40]3[cH:41][cH:42][c:43]([O:44][CH3:45])[cH:46][cH:47]3)(=[S:48])[S:49]2)[cH:50][cH:51]1>>[CH3:1][O:2][C:3](=[O:4])[CH:5]1[N:6]([C:24]([CH2:25][C:26]([CH3:27])=[O:28])=[S:39])[CH2:7][CH:8]([S:10](=[O:11])(=[O:12])[c:13]2[c:14]([C:20]([F:21])([F:22])[F:23])[cH:15][c:16]([F:19])[cH:17][cH:18]2)[CH2:9]1. Yields the product COC(=O)C1CC(S(=O)(=O)c2ccc(F)cc2C(F)(F)F)CN1C(=S)CC(C)=O. Starting materials: COC(=O)C1CC(S(=O)(=O)c2ccc(F)cc2C(F)(F)F)CN1C(=O)CC(C)=O, COc1ccc(P2(=S)SP(=S)(c3ccc(OC)cc3)S2)cc1. Starting materials: ClC=1C=CC=2N=C(N=C(C2N1)N1N=CN=C1)N (6-chloro-4-[1,2,4]triazol-1-yl-pyrido[3,2-d]pyrimidin-2-yl-amine), C(CC)[Mg]Br (n-propylmagnesium bromide), solution. The reagents and catalysts are C/C(=C/C(=O)C)/[O-].C/C(=C/C(=O)C)/[O-].C/C(=C/C(=O)C)/[O-].[Fe+3] (iron tris(acetylacetonate)). Solvent: O1CCCC1 (tetrahydrofuran), CN1C(CCC1)=O (N-methylpyrrolidone), CN1CCCC1=O (NMP), C1CCOC1 (THF), C1CCOC1 (THF). Run at time 40 minute. The product is ClC=1C=CC=2N=C(N=C(C2N1)CCC)N (6-chloro-4-n-propyl-pyrido[3,2-d]pyrimidin-2-ylamine). Reaction SMILES: [Cl:1][C:2]1[CH:3]=[CH:4][C:5]2[N:6]=[C:7]([NH2:17])[N:8]=[C:9](N3C=NC=N3)[C:10]=2[N:11]=1.[CH2:18]([Mg]Br)[CH2:19][CH3:20]>O1CCCC1.CN1CCCC1=O.C/C(/[O-])=C/C(C)=O.C/C(/[O-])=C/C(C)=O.C/C(/[O-])=C/C(C)=O.[Fe+3]>[Cl:1][C:2]1[CH:3]=[CH:4][C:5]2[N:6]=[C:7]([NH2:17])[N:8]=[C:9]([CH2:18][CH2:19][CH3:20])[C:10]=2[N:11]=1 |f:4.5.6.7|. Reported procedure: To a suspension of the intermediate of example 1 (0.47 g, 1.9 mmol) and iron tris(acetylacetonate) (34 mg, 0.095 mmol) in tetrahydrofuran (50 ml, hereinafter THF) and N-methylpyrrolidone (20 ml, hereinafter NMP) was added n-propylmagnesium bromide (1.9 ml, 3.8 mmol as a 2.0 M solution in THF). After stirring at room temperature for 40 minutes, the solution was diluted with THF and then quenched by adding a solution of 1N HCl. The mixture was extracted with ethyl acetate (150 ml), then dried over... The reactants are polyphosphoric acid, COC1=C(C(=CC=C1)OC)OC (1,2,3-trimethoxybenzene), COC(CCCC(=O)[O-])=O (mono-methylglutarate). Solvent: ice. Reaction conditions: temperature 45 celsius, time 2.5 hour. Yields the product COC(CCCC(C1=C(C(=C(C=C1)OC)OC)OC)=O)=O (5-Oxo-5-(2,3,4-trimethoxy-phenyl)-pentanoic acid methyl ester). Isolated yield 77.0%. As a reaction SMILES: [CH3:1][O:2][C:3]1[CH:8]=[CH:7][CH:6]=[C:5]([O:9][CH3:10])[C:4]=1[O:11][CH3:12].[CH3:13][O:14][C:15](=[O:22])[CH2:16][CH2:17][CH2:18][C:19]([O-])=[O:20]>>[CH3:13][O:14][C:15](=[O:22])[CH2:16][CH2:17][CH2:18][C:19](=[O:20])[C:6]1[CH:7]=[CH:8][C:3]([O:2][CH3:1])=[C:4]([O:11][CH3:12])[C:5]=1[O:9][CH3:10]. Procedure details: 75 g of polyphosphoric acid (Acros) was charged in a 250 mL round bottom flask, followed by addition of 1,2,3-trimethoxybenzene (5.0 g, 29.73 mmol), and mono-methylglutarate (6.516 g, 44.60 mmol). The reaction mixture was stirred mechanically for 2.5 h at 45° C. The reaction mixture was then poured into a 1000 mL beaker containing around 250 mL of ice, and stirred well until all the product precipitated out. The tan colored product was then filtered and washed with water and dried under vacuum. ... Run in CO (methanol). Reactants: FC=1C=C(C=CC1)NC=1C=NC(=CC1)[N+](=O)[O-] (N-(3-fluorophenyl)-6-nitro-3-pyridinamine). The reagents and catalysts are [Ni] (Raney nickel). Yield: 98.4%. Product: FC=1C=C(C=CC1)NC=1C=CC(=NC1)N (N5-(3-fluorophenyl)-2,5-pyridinediamine). Procedure details: This compound was easily prepared from N-(3-fluorophenyl)-6-nitro-3-pyridinamine 210 mg, 0.9 mmol) by catalytic hydrogenation (Raney nickel at atmospheric pressure) in methanol to give the desired product (180 mg, 98%) As a reaction SMILES: [F:1][C:2]1[CH:3]=[C:4]([NH:8][C:9]2[CH:10]=[N:11][C:12]([N+:15]([O-])=O)=[CH:13][CH:14]=2)[CH:5]=[CH:6][CH:7]=1>[Ni].CO>[F:1][C:2]1[CH:3]=[C:4]([NH:8][C:9]2[CH:14]=[CH:13][C:12]([NH2:15])=[N:11][CH:10]=2)[CH:5]=[CH:6][CH:7]=1. Starting materials: C(C)C=1C=C(C=CC1)N(C#N)C (N-(3-ethylphenyl)-N-methylcyanamide), Cl.ClC1=C(N)C=C(C=C1)Cl (2,5-dichloroaniline hydrochloride). Solvent: ClC1=CC=CC=C1 (chlorobenzene). Procedure details: A mixture of N-(3-ethylphenyl)-N-methylcyanamide (520 mg, 3.3 mmol), 2,5-dichloroaniline hydrochloride (600 mg, 3 mmol), and chlorobenzene (2 mL) were combined in a dry round bottom flask equipped with a water cooled condenser under nitrogen and placed in a preheated oil bath (150-160° C.). The reaction mixture was heated for 4 hours. After cooling, the crude reaction product was purified by crystallization from chlorobenzene/diethylether. The resulting crystals were collected by filtration, was... The product is title compound, Cl.C(C)C=1C=C(C=CC1)N(C(=N)NC1=C(C=CC(=C1)Cl)Cl)C (N-(3-ethylphenyl)-N-methyl-N'-(2,5-dichlorophenyl)guanidine hydrochloride). Reaction SMILES: [CH2:1]([C:3]1[CH:4]=[C:5]([N:9]([CH3:12])[C:10]#[N:11])[CH:6]=[CH:7][CH:8]=1)[CH3:2].Cl.[Cl:14][C:15]1[CH:21]=[CH:20][C:19]([Cl:22])=[CH:18][C:16]=1[NH2:17]>ClC1C=CC=CC=1>[ClH:14].[CH2:1]([C:3]1[CH:4]=[C:5]([N:9]([CH3:12])[C:10]([NH:17][C:16]2[CH:18]=[C:19]([Cl:22])[CH:20]=[CH:21][C:15]=2[Cl:14])=[NH:11])[CH:6]=[CH:7][CH:8]=1)[CH3:2] |f:1.2,4.5|.